From a dataset of the Open Reaction Database (ORD), a public repository of structured organic reaction records. describe an organic reaction: reactants, conditions, products, and yield RXN SMILES: [C:16](=[O:17])([O-:18])[O-:19].[CH2:1]([CH3:2])[SH:3].[CH3:4][S:5](=[O:6])(=[O:7])[c:8]1[cH:9][cH:10][c:11]([CH2:12][Cl:13])[cH:14][cH:15]1.[Cs+:20].[Cs+:21].[O:23]=[CH:24][N:25]([CH3:26])[CH3:27].[OH2:22]>>[CH2:1]([CH3:2])[S:3][CH2:12][c:11]1[cH:10][cH:9][c:8]([S:5]([CH3:4])(=[O:6])=[O:7])[cH:15][cH:14]1. Product: CCSCc1ccc(S(C)(=O)=O)cc1. Starting materials: O=C([O-])[O-], CCS, CS(=O)(=O)c1ccc(CCl)cc1, [Cs+], [Cs+], CN(C)C=O, O. Solvent: C(C)(=O)OCC (ethyl acetate), CC(=O)N(C)C (DMA). Procedure details: 6-Bromo-2-(1-methyl-1H-pyrazol-4-yl)-1H-pyrrolo[3,2-c]pyridine (Preparation 22, 27 mg 0.10 mmole) and 2-bromopyridine (24 mg, 15 uL, 0.15 mmole) were dissolved in DMA (0.7 ml) and potassium carbonate (20 mg, 0.14 mmole) and copper(I) iodide (4.0 mg, 0.022 mmole) were added. The reaction was placed under argon and heated by microwave at 180° C. for 60 minutes followed by 210° C. for 45 minutes. The reaction was taken up in ethyl acetate (25 mL) and the solution washed with water (3×7 mL) and brin... Reaction conditions: temperature 180 celsius, time 45 minute. RXN SMILES: [Br:1][C:2]1[N:7]=[CH:6][C:5]2[CH:8]=[C:9]([C:11]3[CH:12]=[N:13][N:14]([CH3:16])[CH:15]=3)[NH:10][C:4]=2[CH:3]=1.Br[C:18]1[CH:23]=[CH:22][CH:21]=[CH:20][N:19]=1.C(=O)([O-])[O-].[K+].[K+]>CC(N(C)C)=O.C(OCC)(=O)C.[Cu]I>[Br:1][C:2]1[N:7]=[CH:6][C:5]2[CH:8]=[C:9]([C:11]3[CH:12]=[N:13][N:14]([CH3:16])[CH:15]=3)[N:10]([C:18]3[CH:23]=[CH:22][CH:21]=[CH:20][N:19]=3)[C:4]=2[CH:3]=1 |f:2.3.4|. Reactants: C([O-])([O-])=O.[K+].[K+] (potassium carbonate), BrC1=CC2=C(C=N1)C=C(N2)C=2C=NN(C2)C (6-Bromo-2-(1-methyl-1H-pyrazol-4-yl)-1H-pyrrolo[3,2-c]pyridine), BrC1=NC=CC=C1 (2-bromopyridine). Reagents/catalysts: [Cu]I (copper(I) iodide). The product is BrC1=CC2=C(C=N1)C=C(N2C2=NC=CC=C2)C=2C=NN(C2)C (6-Bromo-2-(1-methyl-1H-pyrazol-4-yl)-1-(pyridin-2-yl)-1H-pyrrolo[3,2-c]pyridine). Isolated yield 48.0%.